Dataset: the Open Reaction Database (ORD), a public repository of structured organic reaction records. Task: describe an organic reaction: reactants, conditions, products, and yield The reactants are [BH-](OC(=O)C)(OC(=O)C)OC(=O)C.[Na+] (NaBH(OAc)3), ClC=1C=CC(=C(C1)C=1C=CC(=NC1)C(=O)NCCC(=O)OCC)C=O (ethyl 3-(5-(5-chloro-2-formylphenyl)picolinamido)propanoate), ClC1=C(C=CC(=C1)N)C1=CC=C(C=C1)Cl (2,4′-dichloro-[1,1′-biphenyl]-4-amine), CC(=O)O (AcOH). Solvent: CCOC(=O)C (EtOAc), ClCCCl (DCE). The product is ClC=1C=CC(=C(C1)C=1C=CC(=NC1)C(=O)NCCC(=O)OCC)CNC1=CC(=C(C=C1)C1=CC=C(C=C1)Cl)Cl (Ethyl 3-(5-(5-chloro-2-(((2,4′-dichloro-[1,1′-biphenyl]-4-yl)amino)methyl)phenyl)picolinamido)propanoate). RXN SMILES: [BH-](OC(C)=O)(OC(C)=O)OC(C)=O.[Na+].[Cl:15][C:16]1[CH:17]=[CH:18][C:19]([CH:38]=O)=[C:20]([C:22]2[CH:23]=[CH:24][C:25]([C:28]([NH:30][CH2:31][CH2:32][C:33]([O:35][CH2:36][CH3:37])=[O:34])=[O:29])=[N:26][CH:27]=2)[CH:21]=1.[Cl:40][C:41]1[CH:46]=[C:45]([NH2:47])[CH:44]=[CH:43][C:42]=1[C:48]1[CH:53]=[CH:52][C:51]([Cl:54])=[CH:50][CH:49]=1.CC(O)=O>CCOC(C)=O.ClCCCl>[Cl:15][C:16]1[CH:17]=[CH:18][C:19]([CH2:38][NH:47][C:45]2[CH:44]=[CH:43][C:42]([C:48]3[CH:49]=[CH:50][C:51]([Cl:54])=[CH:52][CH:53]=3)=[C:41]([Cl:40])[CH:46]=2)=[C:20]([C:22]2[CH:23]=[CH:24][C:25]([C:28]([NH:30][CH2:31][CH2:32][C:33]([O:35][CH2:36][CH3:37])=[O:34])=[O:29])=[N:26][CH:27]=2)[CH:21]=1 |f:0.1|. Procedure details: Solid NaBH(OAc)3 (2.7 g, 12.7 mmol) was added to a DCE solution (22 mL) of ethyl 3-(5-(5-chloro-2-formylphenyl)picolinamido)propanoate, prepared as in Example 6, (2.3 g, 6.3 mmol), 2,4′-dichloro-[1,1′-biphenyl]-4-amine (1.7 g, 7.0 mmol), and AcOH (1.5 mL, 25.4 mmol) and the resulting mixture was stirred at room temperature. After 16 h the resulting mixture diluted with EtOAc washed with water and brine, dried (Na2SO4), dry-packed onto silica gel and purified via column chromatography to yield th...